Dataset: the Open Reaction Database (ORD), a public repository of structured organic reaction records. Task: describe an organic reaction: reactants, conditions, products, and yield Starting materials: [BH4-], CCO, COC1CN(Cc2ccccc2)CCC1=O, [Na+]. Product: COC1CN(Cc2ccccc2)CCC1O. As a reaction SMILES: [BH4-:1].[CH3:19][CH2:20][OH:21].[CH3:3][O:4][CH:5]1[CH2:6][N:7]([CH2:12][c:13]2[cH:14][cH:15][cH:16][cH:17][cH:18]2)[CH2:8][CH2:9][C:10]1=[O:11].[Na+:2]>>[CH3:3][O:4][CH:5]1[CH2:6][N:7]([CH2:12][c:13]2[cH:14][cH:15][cH:16][cH:17][cH:18]2)[CH2:8][CH2:9][CH:10]1[OH:11]. Starting materials: P(OC1=CC=CC=C1)(OC1=CC=CC=C1)OC1=CC=CC=C1 (triphenyl phosphite), C1(=CC=CC=C1)O (phenol), C1(=CC=CC=C1)OC (anisole), CO (methanol). Reagents/catalysts: CI (methyl iodide). Product: CP(OC1=CC=CC=C1)(OC1=CC=CC=C1)=O (diphenyl methylphosphonate). The yield is 92.0%. As a reaction SMILES: [P:1]([O:16]C1C=CC=CC=1)([O:9][C:10]1[CH:15]=[CH:14][CH:13]=[CH:12][CH:11]=1)[O:2][C:3]1[CH:8]=[CH:7][CH:6]=[CH:5][CH:4]=1.CO.[C:25]1(O)C=CC=CC=1.C1(OC)C=CC=CC=1>CI>[CH3:25][P:1](=[O:16])([O:9][C:10]1[CH:15]=[CH:14][CH:13]=[CH:12][CH:11]=1)[O:2][C:3]1[CH:8]=[CH:7][CH:6]=[CH:5][CH:4]=1. Procedure details: A reactor fitted with an efficient condenser, thermometer, mechanical stirrer and side-arm addition funnel was charged with 1552 g (5.0 mol) of triphenyl phosphite. The reactant was placed under a nitrogen blanket and heated to reflux. A solution of 5.0 g of methyl iodide in 160 g (5.1 mol) of methanol was then slowly added over a two hour period. Throughout the addition, the temperature of the reactor contents was maintained within the 200°-250° C. range. One further hour at 215° C. proved suff... Reactants: COC1=C(COCCCOC2=CC=C(C=C2)C2C(CN(CC2)C(=O)OC(C)(C)C)OCCOS(=O)(=O)C2=CC=C(C=C2)C)C=CC=C1 (tert-butyl 4-{4-[3-(2-methoxybenzyloxy)propoxy]phenyl}-3-[2-(toluene-4-sulphonyloxy)ethoxy]piperidine-1-carboxylate), OC1=C(C(=CC=C1)C)CCNC(C)=O (N-[2-(2-hydroxy-6-methylphenyl)ethyl]acetamide). Yields the product C(C)(=O)NCCC1=C(OCCOC2CN(CCC2C2=CC=C(C=C2)OCCCOCC2=C(C=CC=C2)OC)C(=O)OC(C)(C)C)C=CC=C1C (tert-Butyl 3-{2-[2-(2-acetylaminoethyl)-3-methylphenoxy]ethoxy}-4-{4-[3-(2-methoxybenzyloxy)propoxy]phenyl}piperidine-1-carboxylate). Reaction SMILES: [CH3:1][O:2][C:3]1[CH:47]=[CH:46][CH:45]=[CH:44][C:4]=1[CH2:5][O:6][CH2:7][CH2:8][CH2:9][O:10][C:11]1[CH:16]=[CH:15][C:14]([CH:17]2[CH2:22][CH2:21][N:20]([C:23]([O:25][C:26]([CH3:29])([CH3:28])[CH3:27])=[O:24])[CH2:19][CH:18]2[O:30][CH2:31][CH2:32][O:33]S(C2C=CC(C)=CC=2)(=O)=O)=[CH:13][CH:12]=1.O[C:49]1[CH:54]=[CH:53][CH:52]=[C:51]([CH3:55])[C:50]=1[CH2:56][CH2:57][NH:58][C:59](=[O:61])[CH3:60]>>[C:59]([NH:58][CH2:57][CH2:56][C:50]1[C:51]([CH3:55])=[CH:52][CH:53]=[CH:54][C:49]=1[O:33][CH2:32][CH2:31][O:30][CH:18]1[CH:17]([C:14]2[CH:15]=[CH:16][C:11]([O:10][CH2:9][CH2:8][CH2:7][O:6][CH2:5][C:4]3[CH:44]=[CH:45][CH:46]=[CH:47][C:3]=3[O:2][CH3:1])=[CH:12][CH:13]=2)[CH2:22][CH2:21][N:20]([C:23]([O:25][C:26]([CH3:27])([CH3:28])[CH3:29])=[O:24])[CH2:19]1)(=[O:61])[CH3:60]. Reported procedure: Analogously to Method G, 0.44 g of tert-butyl 4-{4-[3-(2-methoxybenzyloxy)propoxy]phenyl}-3-[2-(toluene-4-sulphonyloxy)ethoxy]piperidine-1-carboxylate (Example 14b) and 0.25 g of N-[2-(2-hydroxy-6-methylphenyl)ethyl]acetamide are reacted. The title compound is obtained as a colourless oil. Rf=0.50 (EtOAc); Rt=5.77. The reactants are amine, C(C)(=O)Cl (acetyl chloride), acetyl, NC=1OC2=C(N1)C(=CC(=C2N2C(N(C(=CC2=O)C(F)(F)F)C)=O)F)Cl (3-(2-amino-4-chloro-6-fluorobenzoxazol-7-yl)-1-methyl-6-trifluoromethyl-2,4-(1H,3H)-pyrimidinedione). The solvent is N1=CC=CC=C1 (pyridine). The product is C(C)(=O)NC=1OC2=C(N1)C(=CC(=C2N2C(N(C(=CC2=O)C(F)(F)F)C)=O)F)Cl (3-(2-acetylamino-4-chloro-6-fluorobenzoxazol-7-yl)-1-methyl-6-trifluoromethyl-2,4-(1H,3H)-pyrimidinedione). Reaction SMILES: [NH2:1][C:2]1[O:3][C:4]2[C:10]([N:11]3[C:16](=[O:17])[CH:15]=[C:14]([C:18]([F:21])([F:20])[F:19])[N:13]([CH3:22])[C:12]3=[O:23])=[C:9]([F:24])[CH:8]=[C:7]([Cl:25])[C:5]=2[N:6]=1.[C:26](Cl)(=[O:28])[CH3:27]>N1C=CC=CC=1>[C:26]([NH:1][C:2]1[O:3][C:4]2[C:10]([N:11]3[C:16](=[O:17])[CH:15]=[C:14]([C:18]([F:20])([F:21])[F:19])[N:13]([CH3:22])[C:12]3=[O:23])=[C:9]([F:24])[CH:8]=[C:7]([Cl:25])[C:5]=2[N:6]=1)(=[O:28])[CH3:27]. Procedure: Additional moieties may also be added to the benzoxazole ring at this point. For example, bromine moieties are added to 3-(2-methyl-4-chloro-6-fluorobenzoxazol-7-yl)-1-methyl-6-trifluoromethyl-2,4-(1H,3H)-pyrimidinedione by reacting it with N-bromosuccinimide under basic conditions, yielding the corresponding 3-(2-dibromomethyl-4-chloro-6-fluorobenzoxazol-7-yl)-1-methyl-6-trifluoromethyl-2,4-(1H,3H)-pyrimidinedione (VB). An alkyl group can also be added to 3-(2-thio-4-chloro-6-fluorobenzoxazol-7... The reactants are N1=CN=C2N=CNC2=C1 (purine), FC1=CC=C(C=C1)[N+](=O)[O-] (4-fluoronitrobenzene), ClC1=C(C=C(C=C1)N=C=O)C(F)(F)F (4-chloro-3-(trifluoromethyl)phenyl isocyanate). Yields the product ClC1=C(C=C(C=C1)NC(=O)N(C1=CC=C(C=C1)N1C2=NC=NC=C2N=C1)O)C(F)(F)F (1-(4-Chloro-3-(trifluoromethyl)phenyl)-3-hydroxy-3-(4-purin-9-ylphenyl)urea). As a reaction SMILES: [N:1]1[CH:9]=[C:8]2[C:4]([N:5]=[CH:6][NH:7]2)=[N:3][CH:2]=1.F[C:11]1[CH:16]=[CH:15][C:14]([N+:17]([O-:19])=O)=[CH:13][CH:12]=1.[Cl:20][C:21]1[CH:26]=[CH:25][C:24]([N:27]=[C:28]=[O:29])=[CH:23][C:22]=1[C:30]([F:33])([F:32])[F:31]>>[Cl:20][C:21]1[CH:26]=[CH:25][C:24]([NH:27][C:28]([N:17]([OH:19])[C:14]2[CH:13]=[CH:12][C:11]([N:5]3[CH:6]=[N:7][C:8]4[C:4]3=[N:3][CH:2]=[N:1][CH:9]=4)=[CH:16][CH:15]=2)=[O:29])=[CH:23][C:22]=1[C:30]([F:31])([F:32])[F:33]. Reported procedure: The title compound can be synthesized from purine, 4-fluoronitrobenzene and 4-chloro-3-(trifluoromethyl)phenyl isocyanate by using the same techniques as in Example 45. Reactants: CO, Cc1cccc(C2CC2)c1O, Cl, [K+], N#Cc1ccccc1, [OH-], Oc1cc(Cl)nnc1Cl. The product is Cc1cccc(C2CC2)c1Oc1nnc(Cl)cc1O. As a reaction SMILES: [CH3:24][OH:25].[CH:10]1([c:13]2[c:14]([OH:20])[c:15]([CH3:19])[cH:16][cH:17][cH:18]2)[CH2:11][CH2:12]1.[ClH:23].[K+:22].[N:26]#[C:27][c:28]1[cH:29][cH:30][cH:31][cH:32][cH:33]1.[OH-:21].[OH:1][c:2]1[c:3]([Cl:9])[n:4][n:5][c:6]([Cl:8])[cH:7]1>>[OH:1][c:2]1[c:3]([O:20][c:14]2[c:13]([CH:10]3[CH2:11][CH2:12]3)[cH:18][cH:17][cH:16][c:15]2[CH3:19])[n:4][n:5][c:6]([Cl:8])[cH:7]1. The reactants are CC(C1CO1)(C)C (3,3-dimethyl-1-butene oxide), NCCCCCCN (hexamethylenediamine). Product: C(CCCCCNCC(C(C)(C)C)O)NCC(C(C)(C)C)O (N,N'-(1,6-hexylene)-bis[2-hydroxy-3,3-dimethylbutylamine]). As a reaction SMILES: [CH3:1][C:2]([CH3:7])([CH3:6])[CH:3]1[O:5][CH2:4]1.[NH2:8][CH2:9][CH2:10][CH2:11][CH2:12][CH2:13][CH2:14][NH2:15]>>[CH2:14]([NH:15][CH2:4][CH:3]([OH:5])[C:2]([CH3:7])([CH3:6])[CH3:1])[CH2:13][CH2:12][CH2:11][CH2:10][CH2:9][NH:8][CH2:4][CH:3]([OH:5])[C:2]([CH3:7])([CH3:6])[CH3:1]. Procedure: Condensation of 3,3-dimethyl-1-butene oxide and hexamethylenediamine affords N,N'-(1,6-hexylene)-bis[2-hydroxy-3,3-dimethylbutylamine] (I: R = (CH3)3C, R' = H, X = (CH2)6, Z = H).